This data is from the Open Reaction Database (ORD), a public repository of structured organic reaction records. The task is: describe an organic reaction: reactants, conditions, products, and yield The reactants are C(CCC)C(C(=O)OCC)(CC1=CC=C(C=C1)OCCO)C (ethyl 2-butyl-3-[4-(2-hydroxyethoxy)phenyl]-2-methylpropionate), CS(=O)(=O)Cl (methanesulfonyl chloride). The solvent is C(C)N(CC)CC (triethylamine). Yields the product C(CCC)C(C(=O)OCC)(CC1=CC=C(C=C1)OCCOS(=O)(=O)C)C (Ethyl 2-butyl-3-[4-(2-methanesulfonyloxyethoxy)phenyl]-2-methylpropionate). RXN SMILES: [CH2:1]([C:5]([CH3:22])([CH2:11][C:12]1[CH:17]=[CH:16][C:15]([O:18][CH2:19][CH2:20][OH:21])=[CH:14][CH:13]=1)[C:6]([O:8][CH2:9][CH3:10])=[O:7])[CH2:2][CH2:3][CH3:4].[CH3:23][S:24](Cl)(=[O:26])=[O:25]>C(N(CC)CC)C>[CH2:1]([C:5]([CH3:22])([CH2:11][C:12]1[CH:17]=[CH:16][C:15]([O:18][CH2:19][CH2:20][O:21][S:24]([CH3:23])(=[O:26])=[O:25])=[CH:14][CH:13]=1)[C:6]([O:8][CH2:9][CH3:10])=[O:7])[CH2:2][CH2:3][CH3:4]. Procedure: In a similar manner to that described in Reference example 3(g), a reaction was carried out using ethyl 2-butyl-3-[4-(2-hydroxyethoxy)phenyl]-2-methylpropionate (2.73 g), which is the product of Reference example 10(d), triethylamine (1.85 ml) and methanesulfonyl chloride (0.75 ml) and the reaction mixture was treated to afford the desired compound (3.17 g) as a syrup. Reactants: COC(=O)c1ccc2c(c1)CC(C)(C)C(c1ccc(F)c(NC(=O)c3ccccc3)c1)N2, CO, [Na+], [OH-], O. The product is CC1(C)Cc2cc(C(=O)O)ccc2NC1c1ccc(F)c(NC(=O)c2ccccc2)c1. Reaction SMILES: [C:1]([c:2]1[cH:3][cH:4][cH:5][cH:6][cH:7]1)(=[O:8])[NH:9][c:10]1[cH:11][c:12]([CH:17]2[NH:18][c:19]3[cH:20][cH:21][c:22]([C:29](=[O:30])[O:31][CH3:32])[cH:23][c:24]3[CH2:25][C:26]2([CH3:27])[CH3:28])[cH:13][cH:14][c:15]1[F:16].[CH3:35][OH:36].[Na+:34].[OH-:33].[OH2:37]>>[C:1]([c:2]1[cH:3][cH:4][cH:5][cH:6][cH:7]1)(=[O:8])[NH:9][c:10]1[cH:11][c:12]([CH:17]2[NH:18][c:19]3[cH:20][cH:21][c:22]([C:29](=[O:30])[OH:31])[cH:23][c:24]3[CH2:25][C:26]2([CH3:27])[CH3:28])[cH:13][cH:14][c:15]1[F:16]. The reactants are NC1=C(C=C(C(=O)[O-])C=C1C=NOC)Cl (4-amino-3-chloro-5-methoxyiminomethylbenzoate), CO (methanol), [OH-].[Na+] (sodium hydroxide). The solvent is O (water). Run at time 8 hour. The product is NC1=C(C=C(C(=O)O)C=C1C=NOC)Cl (4-amino-3-chloro-5-methoxyiminomethylbenzoic acid). Yield: 94.0%. Reaction SMILES: [NH2:1][C:2]1[C:10]([CH:11]=[N:12][O:13][CH3:14])=[CH:9][C:5]([C:6]([O-:8])=[O:7])=[CH:4][C:3]=1[Cl:15].CO.[OH-].[Na+]>O>[NH2:1][C:2]1[C:10]([CH:11]=[N:12][O:13][CH3:14])=[CH:9][C:5]([C:6]([OH:8])=[O:7])=[CH:4][C:3]=1[Cl:15] |f:2.3|. Procedure details: In a 5-liter three-necked round-bottomed flask was placed 210 g (0.86 moles) of the previously prepared 4-amino-3-chloro-5-methoxyiminomethylbenzoate, 1.7 l of methanol and 462 g (1.73 moles) of 15% aqueous sodium hydroxide. The resulting mixture was refluxed for 3 hours, after which the reaction mixture was stirred overnight at room temperature. The reaction mixture was concentrated using a rotary evaporator. The crude reaction mixture was dissolved in 2 l of water. The resulting aqueous soluti... Starting materials: COc1ccc2c(Cl)nc(Nc3cc(C)[nH]n3)cc2c1, OB(O)c1ccsc1. Yields the product COc1ccc2c(-c3ccsc3)nc(Nc3cc(C)[nH]n3)cc2c1. Reaction SMILES: [Cl:1][c:2]1[n:3][c:4]([NH:14][c:15]2[n:16][nH:17][c:18]([CH3:20])[cH:19]2)[cH:5][c:6]2[cH:7][c:8]([O:12][CH3:13])[cH:9][cH:10][c:11]12.[s:21]1[cH:22][c:23]([B:26]([OH:27])[OH:28])[cH:24][cH:25]1>>[c:2]1(-[c:23]2[cH:22][s:21][cH:25][cH:24]2)[n:3][c:4]([NH:14][c:15]2[n:16][nH:17][c:18]([CH3:20])[cH:19]2)[cH:5][c:6]2[cH:7][c:8]([O:12][CH3:13])[cH:9][cH:10][c:11]12. Starting materials: O=C1CCCCN1N1CCN(Cc2ccccc2)CC1, CO, [OH-], [OH-], [Pd+2]. Product: O=C1CCCCN1N1CCNCC1. Reaction SMILES: [CH2:1]([c:2]1[cH:3][cH:4][cH:5][cH:6][cH:7]1)[N:8]1[CH2:9][CH2:10][N:11]([N:14]2[C:15](=[O:20])[CH2:16][CH2:17][CH2:18][CH2:19]2)[CH2:12][CH2:13]1.[CH3:21][OH:22].[OH-:23].[OH-:25].[Pd+2:24]>>[NH:8]1[CH2:9][CH2:10][N:11]([N:14]2[C:15](=[O:20])[CH2:16][CH2:17][CH2:18][CH2:19]2)[CH2:12][CH2:13]1.